From a dataset of the Open Reaction Database (ORD), a public repository of structured organic reaction records. describe an organic reaction: reactants, conditions, products, and yield The reactants are NC1=NN2C(C=CC(=C2)OC=2C=C(C=CC2)NC(=O)C2=NC=CC=C2C)=N1 (N-{3-[(2-amino[1,2,4]triazolo[1,5-a]pyridin-6-yl)oxy]phenyl}-3-methylpyridine-2-carboxamide), C(CC)(=O)Cl (propionylchloride). Solvent: C(O)([O-])=O.[Na+] (sodium hydrogen carbonate), CN(C(C)=O)C (N,N-dimethylacetamide). Conditions: time 1 hour. Product: CC=1C(=NC=CC1)C(=O)NC1=CC(=CC=C1)OC=1C=CC=2N(C1)N=C(N2)NC(CC)=O (3-methyl-N-(3-{[2-(propanoylamino)[1,2,4]triazolo[1,5-a]pyridin-6-yl]oxy}phenyl)pyridine-2-carboxamide). The yield is 72.8%. RXN SMILES: [NH2:1][C:2]1[N:27]=[C:5]2[CH:6]=[CH:7][C:8]([O:10][C:11]3[CH:12]=[C:13]([NH:17][C:18]([C:20]4[C:25]([CH3:26])=[CH:24][CH:23]=[CH:22][N:21]=4)=[O:19])[CH:14]=[CH:15][CH:16]=3)=[CH:9][N:4]2[N:3]=1.[C:28](Cl)(=[O:31])[CH2:29][CH3:30]>CN(C)C(=O)C.C(=O)([O-])O.[Na+]>[CH3:26][C:25]1[C:20]([C:18]([NH:17][C:13]2[CH:14]=[CH:15][CH:16]=[C:11]([O:10][C:8]3[CH:7]=[CH:6][C:5]4[N:4]([N:3]=[C:2]([NH:1][C:28](=[O:31])[CH2:29][CH3:30])[N:27]=4)[CH:9]=3)[CH:12]=2)=[O:19])=[N:21][CH:22]=[CH:23][CH:24]=1 |f:3.4|. Procedure details: To a solution of N-{3-[(2-amino[1,2,4]triazolo[1,5-a]pyridin-6-yl)oxy]phenyl}-3-methylpyridine-2-carboxamide (120 mg, 0.333 mmol) in N,N-dimethylacetamide (5 mL) was added propionylchloride (29.2 μL, 0.336 mmol), and the mixture was stirred at room temperature for 1 hr. The reaction mixture was diluted with aqueous sodium hydrogen carbonate solution, and extracted with ethyl acetate. The organic layer was washed with aqueous sodium hydrogen carbonate solution and saturated brine, dried over anhy... Starting materials: OC1=CC=C(C=C1)N1N=C(C=2C1=NC=CC2)C2=CC=CC=C2 (1-(4-hydroxyphenyl)-3-phenyl-1H-pyrazolo[3,4-b]pyridine), ClCCCO (3-chloropropanol). The product is C(C)(=O)OCC.C(C)(C)OC(C)C (ethyl acetate isopropyl ether). As a reaction SMILES: [OH:1][C:2]1[CH:7]=CC(N2C3=NC=CC=C3C(C3C=CC=CC=3)=N2)=C[CH:3]=1.Cl[CH2:24][CH2:25][CH2:26][OH:27]>>[C:26]([O:1][CH2:2][CH3:7])(=[O:27])[CH3:25].[CH:25]([O:1][CH:2]([CH3:3])[CH3:7])([CH3:26])[CH3:24] |f:2.3|. Reported procedure: By reacting in the same manner as in Example 1, using 4 g of 1-(4-hydroxyphenyl)-3-phenyl-1H-pyrazolo[3,4-b]pyridine and 3.6 g of 3-chloropropanol and recrystallizing the obtained crude crystals from ethyl acetate-isopropyl ether, there was obtained 1-[4-(3-hydroxypropoxy)phenyl]-3-phenyl-1H-pyrazolo[3,4-b]pyridine, m.p. 135°-138° C. The reactants are C1(CC1)N1C=C(C(C2=CC(=C(C(=C12)F)N1CC(C1)(C)N)F)=O)C(=O)O (1-cyclopropyl-6,8-difluoro-7-(3-amino-3-methyl-1-azetidinyl)-1,4-dihydro-4-oxo-3-quinolinecarboxylic acid), Cl (hydrogen chloride), C(C)OCC (ethyl ether). The solvent is CO (methanol), petroleum ether. Reaction conditions: time 30 minute. Product: Cl.C1(CC1)N1C=C(C(C2=CC(=C(C(=C12)F)N1CC(C1)(C)N)F)=O)C(=O)O (1-cyclopropyl-6,8-difluoro-7-(3-amino-3-methyl-1-azetidinyl)-1,4-dihydro-4-oxo-3-quinolinecarboxylic acid hydrochloride). Isolated yield 82.0%. Reaction SMILES: [CH:1]1([N:4]2[C:13]3[C:8](=[CH:9][C:10]([F:21])=[C:11]([N:15]4[CH2:18][C:17]([NH2:20])([CH3:19])[CH2:16]4)[C:12]=3[F:14])[C:7](=[O:22])[C:6]([C:23]([OH:25])=[O:24])=[CH:5]2)[CH2:3][CH2:2]1.[ClH:26].C(OCC)C>CO>[ClH:26].[CH:1]1([N:4]2[C:13]3[C:8](=[CH:9][C:10]([F:21])=[C:11]([N:15]4[CH2:16][C:17]([NH2:20])([CH3:19])[CH2:18]4)[C:12]=3[F:14])[C:7](=[O:22])[C:6]([C:23]([OH:25])=[O:24])=[CH:5]2)[CH2:2][CH2:3]1 |f:4.5|. Procedure details: 0.5 g (1.4 mmoles) of 1-cyclopropyl-6,8-difluoro-7-(3-amino-3-methyl-1-azetidinyl)-1,4-dihydro-4-oxo-3-quinolinecarboxylic acid are suspended in 10 ml of methanol, and to this is added an excess of a methanolic solution of gaseous hydrogen chloride. The mixture is agitated for 30 minutes, and ethyl ether and petroleum ether are added. After filtering, washing with ethyl ether and drying by heating, 0.45 g (82%) of 1-cyclopropyl-6,8-difluoro-7-(3-amino-3-methyl-1-azetidinyl)-1,4-dihydro-4-oxo-3-q... Reactants: COC1=C(C(=C(C2=CC=CC=C12)OC)C)/C=C(/C(=O)O)\CCCC ((E)-3-(1,4-dimethoxy-3-methylnaphthalen-2-yl)-2-butylpropenoic acid), product, Et2O hexanes, C1(C(=CC(C2=CC=CC=C12)=O)/C=C(/C(=O)O)\C)=O ((E)-3-(1,4-naphthoquinon-2-yl)-2-methylpropenoic acid). Solvent: hexanes, CCOCC (Et2O). Product: CC1=C(C(C2=CC=CC=C2C1=O)=O)/C=C(/C(=O)O)\CCCC ((E)-3-(3-methyl-1,4-naphthoquinon-2-yl)-2-butylpropenoic acid). RXN SMILES: C[O:2][C:3]1[C:12]2[C:7](=[CH:8][CH:9]=[CH:10][CH:11]=2)[C:6]([O:13]C)=[C:5]([CH3:15])[C:4]=1/[CH:16]=[C:17](\[CH2:21][CH2:22][CH2:23][CH3:24])/[C:18]([OH:20])=[O:19].C1(=O)C2C(=CC=CC=2)C(=O)C=C1/C=C(\C)/C(O)=O>CCOCC>[CH3:15][C:5]1[C:6](=[O:13])[C:7]2[C:12](=[CH:11][CH:10]=[CH:9][CH:8]=2)[C:3](=[O:2])[C:4]=1/[CH:16]=[C:17](\[CH2:21][CH2:22][CH2:23][CH3:24])/[C:18]([OH:20])=[O:19]. Procedure: Compound 35b was prepared from 99b (0.148 g, 0.45 mmol) as described above for 30a to give 0.050 g (0.17 mmol, 37%) of the product as a yellow solid following flash chromatography (2:3 Et2O:hexanes 0.5% AcOH) and recrystallization from Et2O/hexanes. Reactants: CC(=O)OC(C)=O, CN(C)c1ccncc1, Cl, NCCn1c2ccccc2c2cc(C(N)=O)c(N)nc21, c1ccncc1. Yields the product CC(=O)NCCn1c2ccccc2c2cc(C(N)=O)c(N)nc21. RXN SMILES: [CH3:22][C:23](=[O:24])[O:25][C:26](=[O:27])[CH3:28].[CH3:35][N:36]([c:37]1[cH:38][cH:39][n:40][cH:41][cH:42]1)[CH3:43].[ClH:1].[NH2:2][c:3]1[c:4]([C:19](=[O:20])[NH2:21])[cH:5][c:6]2[c:7]([n:8]([CH2:15][CH2:16][NH2:17])[c:9]3[cH:10][cH:11][cH:12][cH:13][c:14]23)[n:18]1.[cH:29]1[cH:30][cH:31][n:32][cH:33][cH:34]1>>[NH2:2][c:3]1[c:4]([C:19](=[O:20])[NH2:21])[cH:5][c:6]2[c:7]([n:8]([CH2:15][CH2:16][NH:17][C:23]([CH3:22])=[O:24])[c:9]3[cH:10][cH:11][cH:12][cH:13][c:14]23)[n:18]1. The reactants are S(=O)(=O)(C1=CC=C(C)C=C1)N1C=CC=2C(=CC=CC12)C=NO (1-tosyl-1H-indole-4-carbaldehyde oxime), [NH4+].[Cl-] (NH4Cl). The reagents and catalysts are [Zn] (zinc). The solvent is CCO (EtOH). The product is S(=O)(=O)(C1=CC=C(C)C=C1)N1C=CC2=C(C=CC=C12)CN ((1-tosyl-1H-indol-4-yl)methanamine). Yield: 99.9%. RXN SMILES: [S:1]([N:11]1[C:19]2[CH:18]=[CH:17][CH:16]=[C:15]([CH:20]=[N:21]O)[C:14]=2[CH:13]=[CH:12]1)([C:4]1[CH:10]=[CH:9][C:7]([CH3:8])=[CH:6][CH:5]=1)(=[O:3])=[O:2].[NH4+].[Cl-]>CCO.[Zn]>[S:1]([N:11]1[C:19]2[C:14](=[C:15]([CH2:20][NH2:21])[CH:16]=[CH:17][CH:18]=2)[CH:13]=[CH:12]1)([C:4]1[CH:5]=[CH:6][C:7]([CH3:8])=[CH:9][CH:10]=1)(=[O:2])=[O:3] |f:1.2|. Reported procedure: To a solution of 44 (620 mg, 2 mmol) in EtOH (15 mL) was added zinc powder (320 mg, 5.0 mmol) and NH4Cl (0.53 g, 10 mmol). The reaction mixture was heated at reflux overnight, filtered and the filtrate was concentrated to dryness. The residue was diluted with DCM (100 mL) and water (20 mL). The organic layer was separated, dried (MgSO4), filtered and concentrated to afford 600 mg (100%) of (1-tosyl-1H-indol-4-yl)methanamine (46) as yellow syrup: MS (ESI) m/z=284.1 [M−15]+.